Dataset: the Open Reaction Database (ORD), a public repository of structured organic reaction records. Task: describe an organic reaction: reactants, conditions, products, and yield Starting materials: CCOC(=O)CBr, O=C([O-])[O-], CC#N, [Cs+], [Cs+], Cc1cc(N)ccc1O. Product: CCOC(=O)COc1ccc(N)cc1C. RXN SMILES: [Br:1][CH2:2][C:3](=[O:4])[O:5][CH2:6][CH3:7].[C:17](=[O:18])([O-:19])[O-:20].[CH3:23][C:24]#[N:25].[Cs+:21].[Cs+:22].[NH2:8][c:9]1[cH:10][c:11]([CH3:16])[c:12]([OH:15])[cH:13][cH:14]1>>[CH2:2]([C:3](=[O:4])[O:5][CH2:6][CH3:7])[O:15][c:12]1[c:11]([CH3:16])[cH:10][c:9]([NH2:8])[cH:14][cH:13]1.